From a dataset of the Open Reaction Database (ORD), a public repository of structured organic reaction records. describe an organic reaction: reactants, conditions, products, and yield Starting materials: N1C(CC2=CC(=CC=C12)C(=O)[C@@H]1[C@@H](CC1)C(=O)O)=O (cis-2-(indolin-2-on-5-oyl)-cyclobutanecarboxylic acid), O.NN (hydrazine hydrate). The solvent is C(C)O (ethanol). Product: N1C(CC2=CC(=CC=C12)C=1C2CCC2C(NN1)=O)=O (2-(indolin-2-on-5-yl)-3,4-diazabicyclo[4.2.0]oct-2-en-5-one). Yield: 92.1%. Reaction SMILES: [NH:1]1[C:9]2[C:4](=[CH:5][C:6]([C:10]([C@H:12]3[CH2:15][CH2:14][C@H:13]3[C:16](O)=[O:17])=O)=[CH:7][CH:8]=2)[CH2:3][C:2]1=[O:19].O.[NH2:21][NH2:22]>C(O)C>[NH:1]1[C:9]2[C:4](=[CH:5][C:6]([C:10]3[CH:12]4[CH:13]([C:16](=[O:17])[NH:21][N:22]=3)[CH2:14][CH2:15]4)=[CH:7][CH:8]=2)[CH2:3][C:2]1=[O:19] |f:1.2|. Reported procedure: 5.22 g (0.02 mole) of cis-2-(indolin-2-on-5-oyl)-cyclobutanecarboxylic acid are refluxed with 1.1 g (0.022 mole) of hydrazine hydrate and 50 ml of ethanol for 11 hours. The product is filtered off under suction at room temperature and recrystallized from dimethylformamide/water to give 4.7 g (92%) of 2-(indolin-2-on-5-yl)-3,4-diazabicyclo[4.2.0]oct-2-en-5-one of melting point 309°-312° C.